From a dataset of the Open Reaction Database (ORD), a public repository of structured organic reaction records. describe an organic reaction: reactants, conditions, products, and yield The reactants are O=C(Nc1cccc(-n2c(=O)c(CBr)nc3cccnc32)c1)c1cc(Cl)cc(Cl)c1, CN(C)C=O, [Na+], O=C([O-])O, c1ccc(-c2ncc[nH]2)cc1. The product is O=C(Nc1cccc(-n2c(=O)c(Cn3ccnc3-c3ccccc3)nc3cccnc32)c1)c1cc(Cl)cc(Cl)c1. RXN SMILES: [Br:1][CH2:2][c:3]1[n:4][c:5]2[c:6]([n:7](-[c:10]3[cH:11][c:12]([NH:16][C:17]([c:18]4[cH:19][c:20]([Cl:25])[cH:21][c:22]([Cl:24])[cH:23]4)=[O:26])[cH:13][cH:14][cH:15]3)[c:8]1=[O:9])[n:27][cH:28][cH:29][cH:30]2.[CH3:47][N:48]([CH3:49])[CH:50]=[O:51].[Na+:42].[OH:43][C:44](=[O:45])[O-:46].[c:31]1(-[c:37]2[nH:38][cH:39][cH:40][n:41]2)[cH:32][cH:33][cH:34][cH:35][cH:36]1>>[CH2:2]([c:3]1[n:4][c:5]2[c:6]([n:7](-[c:10]3[cH:11][c:12]([NH:16][C:17]([c:18]4[cH:19][c:20]([Cl:25])[cH:21][c:22]([Cl:24])[cH:23]4)=[O:26])[cH:13][cH:14][cH:15]3)[c:8]1=[O:9])[n:27][cH:28][cH:29][cH:30]2)[n:41]1[c:37](-[c:31]2[cH:32][cH:33][cH:34][cH:35][cH:36]2)[n:38][cH:39][cH:40]1.